Dataset: the Open Reaction Database (ORD), a public repository of structured organic reaction records. Task: describe an organic reaction: reactants, conditions, products, and yield The reactants are ClC=1C=C(C=CC1)O (3-Chlorophenol), CN(C=O)C (dimethyl-formamide), C([O-])([O-])=O.[K+].[K+] (potassium carbonate), ClCC1=C(C(=NOC)Cl)C=CC=C1 (2-chloromethyl-α-methoxyiminobenzyl chloride). The solvent is CCOCC (ether). Reaction conditions: time 4 day. The product is ClC=1C=C(OCC2=C(C(=NOC)Cl)C=CC=C2)C=CC1 (2-(3-chlorophenoxymethyl)-α-methoxyiminobenzyl chloride). The yield is 91.2%. Reaction SMILES: [Cl:1][C:2]1[CH:3]=[C:4]([OH:8])[CH:5]=[CH:6][CH:7]=1.CN(C)C=O.C(=O)([O-])[O-].[K+].[K+].Cl[CH2:21][C:22]1[CH:32]=[CH:31][CH:30]=[CH:29][C:23]=1[C:24]([Cl:28])=[N:25][O:26][CH3:27]>CCOCC>[Cl:1][C:2]1[CH:3]=[C:4]([CH:5]=[CH:6][CH:7]=1)[O:8][CH2:21][C:22]1[CH:32]=[CH:31][CH:30]=[CH:29][C:23]=1[C:24]([Cl:28])=[N:25][O:26][CH3:27] |f:2.3.4|. Procedure: 3-Chlorophenol (3.09 g, 0.024 mol), dimethyl-formamide (20 ml) and potassium carbonate (4.15 g, 0.03 mol) were added to 2-chloromethyl-α-methoxyiminobenzyl chloride (4.36 g, 0.02 mol), and the mixture was stirred at room temperature for 4 days. After completion of the reaction, ether (250 ml) was added, and the mixture was washed with brine (200 ml) twice. The ether layer was dried over anhydrous magnesium sulfate and concentrated under reduced pressure. The residue was purified by silica gel ch... Starting materials: XVII, BrC=1C=C2C=CC(=CC2=CC1)O (6-bromo-2-naphthol), C(C#C)Br (propargyl bromide), C1(=CC=CC2=CC=CC=C12)OCC#C (propargyl naphthyl ether), VIII, formula XVIII. The solvent is [OH-].[K+] (potassium hydroxide), CN(C1=CC=CC=C1)C (N,N-dimethylaniline). Yields the product BrC=1C=C2C=CC=3OCC=CC3C2=CC1 (8-bromo-3H-naphtho[2,1-b]pyran). As a reaction SMILES: [Br:1][C:2]1[CH:3]=[C:4]2[C:9](=[CH:10][CH:11]=1)[CH:8]=[C:7]([OH:12])[CH:6]=[CH:5]2.[CH2:13](Br)[C:14]#[CH:15].C1(OCC#C)C2C(=CC=CC=2)C=CC=1>[OH-].[K+].CN(C)C1C=CC=CC=1>[Br:1][C:2]1[CH:3]=[C:4]2[C:9](=[CH:10][CH:11]=1)[C:8]1[CH:13]=[CH:14][CH2:15][O:12][C:7]=1[CH:6]=[CH:5]2 |f:3.4|. Procedure details: In Reaction E, 6-bromo-2-naphthol and propargyl bromide represented by graphic formulae VIII and XVII, respectively, are refluxed together in ethanoic potassium hydroxide. The resulting propargyl naphthyl ether represented by graphic formula XVIII will, when refluxed in N,N-dimethylaniline (DMA), yield 8-bromo-3H-naphtho[2,1-b]pyran represented by graphic formula XIX. See Chromenes, Chromanones and Chromones Chapter II, E. E. Schweizer and D. Meeder-Nycz, 1977, pages 43 to 70. The conversion of ... Starting materials: C1=CC=CC=2C3=CC=CC=C3C(C12)COC(=O)N[C@H](C(NCCOCCOCCOCCP(OCC)(OCC)=O)=O)CSC[C@@H](COCCCCCCCCCCCC)OCCCCCCCCCCCC (diethyl(14R,18R)-14-(((9H-fluoren-9-yl)methoxy)carbonylamino)-18-(dodecyloxy)-13-oxo-3,6,9,20-tetraoxa-16-thia-12-azadotriacontylphosphonate), N1CCCCC1 (piperidine), C1(=CC=CC=C1)C (toluene). Solvent: C(C)#N (acetonitrile). Reaction conditions: temperature 25 celsius. Product: N[C@H](C(NCCOCCOCCOCCP(OCC)(OCC)=O)=O)CSC[C@@H](COCCCCCCCCCCCC)OCCCCCCCCCCCC (diethyl(14R,18R)-14-amino-18-(dodecyloxy)-13-oxo-3,6,9,20-tetraoxa-16-thia-12-azadotriacontylphosphonate). Reaction SMILES: C1C2C(COC([NH:18][C@@H:19]([CH2:42][S:43][CH2:44][C@H:45]([O:60][CH2:61][CH2:62][CH2:63][CH2:64][CH2:65][CH2:66][CH2:67][CH2:68][CH2:69][CH2:70][CH2:71][CH3:72])[CH2:46][O:47][CH2:48][CH2:49][CH2:50][CH2:51][CH2:52][CH2:53][CH2:54][CH2:55][CH2:56][CH2:57][CH2:58][CH3:59])[C:20](=[O:41])[NH:21][CH2:22][CH2:23][O:24][CH2:25][CH2:26][O:27][CH2:28][CH2:29][O:30][CH2:31][CH2:32][P:33](=[O:40])([O:37][CH2:38][CH3:39])[O:34][CH2:35][CH3:36])=O)C3C(=CC=CC=3)C=2C=CC=1.N1CCCCC1.C1(C)C=CC=CC=1>C(#N)C>[NH2:18][C@@H:19]([CH2:42][S:43][CH2:44][C@H:45]([O:60][CH2:61][CH2:62][CH2:63][CH2:64][CH2:65][CH2:66][CH2:67][CH2:68][CH2:69][CH2:70][CH2:71][CH3:72])[CH2:46][O:47][CH2:48][CH2:49][CH2:50][CH2:51][CH2:52][CH2:53][CH2:54][CH2:55][CH2:56][CH2:57][CH2:58][CH3:59])[C:20](=[O:41])[NH:21][CH2:22][CH2:23][O:24][CH2:25][CH2:26][O:27][CH2:28][CH2:29][O:30][CH2:31][CH2:32][P:33](=[O:40])([O:37][CH2:38][CH3:39])[O:34][CH2:35][CH3:36]. Reported procedure: To a solution of diethyl(14R,18R)-14-(((9H-fluoren-9-yl)methoxy)carbonylamino)-18-(dodecyloxy)-13-oxo-3,6,9,20-tetraoxa-16-thia-12-azadotriacontylphosphonate (1 eq) was added 20% piperidine (50 eq) in acetonitrile. The resulting mixture was stirred at 25° C. until the deprotection completed. To the mixture was added toluene and then concentrated en vaccuo. The crude mixture was purified by flash chromatography on a COMBIFLASH® system (ISCO) using 100% EtOAc then 0-10% MeOH/DCM to give the produc... Reactants: C(C)(=O)O (acetic acid), C(#N)[BH3-].[Na+] (sodium cyanoborohydride), NC1=CC=C(C=C1)C(C(F)(F)F)(C(F)(F)F)O (2-(4-aminophenyl)-1,1,1,3,3,3-hexafluoropropan-2-ol), ClC1=C(C=O)C=CC(=C1)Cl (2,4-dichlorobenzaldehyde). Run in CO (methanol). Run at time 18 hour. Yields the product ClC1=C(CNC2=CC=C(C=C2)C(C(F)(F)F)(C(F)(F)F)O)C=CC(=C1)Cl (2-{4-[(2,4-Dichlorobenzyl)amino]phenyl}-1,1,1,3,3,3-hexafluoropropan-2-ol), solid. Yield: 99.0%. As a reaction SMILES: [NH2:1][C:2]1[CH:7]=[CH:6][C:5]([C:8]([OH:17])([C:13]([F:16])([F:15])[F:14])[C:9]([F:12])([F:11])[F:10])=[CH:4][CH:3]=1.[Cl:18][C:19]1[CH:26]=[C:25]([Cl:27])[CH:24]=[CH:23][C:20]=1[CH:21]=O.C(O)(=O)C.C([BH3-])#N.[Na+]>CO>[Cl:18][C:19]1[CH:26]=[C:25]([Cl:27])[CH:24]=[CH:23][C:20]=1[CH2:21][NH:1][C:2]1[CH:3]=[CH:4][C:5]([C:8]([OH:17])([C:9]([F:10])([F:11])[F:12])[C:13]([F:14])([F:15])[F:16])=[CH:6][CH:7]=1 |f:3.4|. Procedure: A solution of 2-(4-aminophenyl)-1,1,1,3,3,3-hexafluoropropan-2-ol (Oakwoood, 1 g, 3.9 mmol) and 2,4-dichlorobenzaldehyde in methanol (21 mL) was stirred at ambient temperature. After 18 hours, glacial acetic acid (0.24 mL, 4.25 mmol) and sodium cyanoborohydride (388 mg, 4.25 mmol) were added. After stirring an additional 18 hours, the mixture was concentrated in vacuo and the residue dissolved in EtOAc. The organic layer was washed several times with brine, dried (Na2SO4), filtered, and concentr... The reactants are ClC=1C=C(CN2N=C(C=C2)[N+](=O)[O-])C=CC1Cl (1-(3,4-dichloro-benzyl)-3-nitro-1H-pyrazole). The reagents and catalysts are [Ni] (Raney nickel). Run in O1CCCC1 (tetrahydrofuran), NN (hydrazine), O1CCCC1 (tetrahydrofuran). Conditions: time 5 minute. Product: ClC=1C=C(CN2N=C(C=C2)N)C=CC1Cl (1-(3,4-dichloro-benzyl)-1H-pyrazol-3-ylamine). Reaction SMILES: [Cl:1][C:2]1[CH:3]=[C:4]([CH:14]=[CH:15][C:16]=1[Cl:17])[CH2:5][N:6]1[CH:10]=[CH:9][C:8]([N+:11]([O-])=O)=[N:7]1>O1CCCC1.NN.[Ni]>[Cl:1][C:2]1[CH:3]=[C:4]([CH:14]=[CH:15][C:16]=1[Cl:17])[CH2:5][N:6]1[CH:10]=[CH:9][C:8]([NH2:11])=[N:7]1. Procedure details: To a solution containing 1-(3,4-dichloro-benzyl)-3-nitro-1H-pyrazole (115 mg, 0.42 mmol) in tetrahydrofuran (2 mL), anhydrous hydrazine (100 μL) was added to the clear solution. Raney nickel (˜100 mg washed 3 times with 5 mL of anhydrous tetrahydrofuran) was then added in tetrahydrofuran (300 μL). Gas evolved from the mixture and the reaction was allowed to proceed for 5 min, after which time the raney nickel was removed by filtration through a celite plug. The solvent was removed in vacuo to af... Reactants: C12CNCCC2CN1C1=NC2=CC=CC=C2N=C1 (2-(3,8-diaza-bicyclo[4.2.0]oct-8-yl)-quinoxaline), C12CN(CC2NC1)C(=O)C1=C(C=CC=C1)OC ((3,6-Diaza-bicyclo[3.2.0]hept-3-yl)-(2-methoxy-phenyl)-methanone), ClC1=NC2=CC=CC=C2N=C1 (2-chloro-quinoxaline). Yields the product COC1=C(C=CC=C1)C(=O)N1CC2CN(C2C1)C1=NC2=CC=CC=C2N=C1 (2-{3-[(2-Methoxyphenyl)carbonyl]-3,6-diazabicyclo[3.2.0]hept-6-yl}quinoxaline). Reaction SMILES: C12N([C:9]3[CH:18]=[N:17][C:16]4[C:11](=[CH:12][CH:13]=[CH:14][CH:15]=4)[N:10]=3)CC1CCNC2.[CH:19]12[CH2:25][NH:24][CH:23]1[CH2:22][N:21]([C:26]([C:28]1[CH:33]=[CH:32][CH:31]=[CH:30][C:29]=1[O:34][CH3:35])=[O:27])[CH2:20]2.ClC1C=NC2C(=CC=CC=2)N=1>>[CH3:35][O:34][C:29]1[CH:30]=[CH:31][CH:32]=[CH:33][C:28]=1[C:26]([N:21]1[CH2:22][CH:23]2[CH:19]([CH2:25][N:24]2[C:9]2[CH:18]=[N:17][C:16]3[C:11](=[CH:12][CH:13]=[CH:14][CH:15]=3)[N:10]=2)[CH2:20]1)=[O:27]. Procedure: The title compound was prepared in a manner analogous to Intermediate 2, Step A, using Intermediate 22 and 2-chloro-quinoxaline as staring materials. MS (ESI) mass calcd. for O21H20N4O2, 360.42; m/z found, 361.3 [M+H]+. The reactants are ClC=1C=C(C=CC1)C(CC)(O)C1=C(C=CC=C1)O (1-(3-chlorophenyl)-1-(2-hydroxyphenyl)-propan-1-ol), C([O-])([O-])=O.[K+].[K+] (potassium carbonate), C(C)OC(CBr)=O (monobromoacetic acid ethyl ester), [I-].[K+] (potassium iodide). The solvent is CC(=O)C (acetone). Yields the product ClC=1C=C(C=CC1)C(CC)(O)C1=C(C=CC=C1)OCC(=O)OCC (1-(3-Chlorophenyl)-1-[2-(ethoxycarbonylmethoxy)-phenyl]-propan-1-ol). Reaction SMILES: [Cl:1][C:2]1[CH:3]=[C:4]([C:8]([C:12]2[CH:17]=[CH:16][CH:15]=[CH:14][C:13]=2[OH:18])([OH:11])[CH2:9][CH3:10])[CH:5]=[CH:6][CH:7]=1.[CH2:19]([O:21][C:22](=[O:25])[CH2:23]Br)[CH3:20].[I-].[K+].C(=O)([O-])[O-].[K+].[K+]>CC(C)=O>[Cl:1][C:2]1[CH:3]=[C:4]([C:8]([C:12]2[CH:17]=[CH:16][CH:15]=[CH:14][C:13]=2[O:18][CH2:23][C:22]([O:21][CH2:19][CH3:20])=[O:25])([OH:11])[CH2:9][CH3:10])[CH:5]=[CH:6][CH:7]=1 |f:2.3,4.5.6|. Procedure: A solution of 5.3 g. of 1-(3-chlorophenyl)-1-(2-hydroxyphenyl)-propan-1-ol and 3.8 g. of monobromoacetic acid ethyl ester in 60 ml. of dry acetone is boiled in the presence of 0.8 g. of potassium iodide and 6 g. of anhydrous potassium carbonate for 5 hours, with stirring. After cooling the reaction mixture solvent is distilled off under reduced pressure, to the residue water is added and it is extracted with benzene. The benzene phase is extracted with water and a 5% aqueous sodium hydroxide sol... Starting materials: CN(C)C(OC(C)(C)C)N(C)C, Cc1cc2ncccc2cc1[N+](=O)[O-], CN(C)C=O, O. The product is O=Cc1cc2ncccc2cc1[N+](=O)[O-]. RXN SMILES: [C:15]([O:19][CH:16]([N:17]([CH3:18])[CH3:20])[N:21]([CH3:22])[CH3:23])([CH3:24])([CH3:25])[CH3:26].[CH3:1][c:2]1[c:3]([N+:12](=[O:13])[O-:14])[cH:4][c:5]2[cH:6][cH:7][cH:8][n:9][c:10]2[cH:11]1.[O:27]=[CH:28][N:29]([CH3:30])[CH3:31].[OH2:32]>>[CH:1]([c:2]1[c:3]([N+:12](=[O:13])[O-:14])[cH:4][c:5]2[cH:6][cH:7][cH:8][n:9][c:10]2[cH:11]1)=[O:19].